The task is: describe an organic reaction: reactants, conditions, products, and yield. This data is from the Open Reaction Database (ORD), a public repository of structured organic reaction records. Starting materials: NC=1SC2=C(N1)C=CC(=C2)OC(F)(F)F (2-Amino-6-trifluoromethoxybenzothiazole), Cl.ClCCN1CCCCC1 (N-(2-chloroethyl)piperidine hydrochloride). Solvent: CN(C=O)C (Dimethylformamide). Run at temperature 20 celsius, time 24 hour. The product is N=C1SC2=C(N1CCN1CCCCC1)C=CC(=C2)OC(F)(F)F (2-Imino-3-(2-piperidinoethyl)-6-trifluoromethoxybenzothiazoline). Isolated yield 20.9%. Reaction SMILES: [NH2:1][C:2]1[S:3][C:4]2[CH:10]=[C:9]([O:11][C:12]([F:15])([F:14])[F:13])[CH:8]=[CH:7][C:5]=2[N:6]=1.Cl.Cl[CH2:18][CH2:19][N:20]1[CH2:25][CH2:24][CH2:23][CH2:22][CH2:21]1>CN(C)C=O>[NH:1]=[C:2]1[N:6]([CH2:18][CH2:19][N:20]2[CH2:25][CH2:24][CH2:23][CH2:22][CH2:21]2)[C:5]2[CH:7]=[CH:8][C:9]([O:11][C:12]([F:15])([F:13])[F:14])=[CH:10][C:4]=2[S:3]1 |f:1.2|. Reported procedure: 2-Amino-6-trifluoromethoxybenzothiazole (9.4 g) and N-(2-chloroethyl)piperidine hydrochloride (8.1 g) are heated for 1 hour to 130° C. Dimethylformamide (20 cc) is then added and the reaction is continued for 24 hours at 130° C. After cooling of the mixture to a temperature in the region of 20° C., the precipitate is filtered off and then treated with 1N sodium hydroxide (50 cc) in distilled water (100 cc). The residue obtained by extraction with dichloromethane, drying over magnesium sulphate a...